From a dataset of the Open Reaction Database (ORD), a public repository of structured organic reaction records. describe an organic reaction: reactants, conditions, products, and yield Starting materials: CC(C(C(=O)OC)NC(=O)C=1SC=C(N1)C1=CC=C(C=C1)[N+](=O)[O-])C (Methyl 3-methyl-2-(4-(4-nitrophenyl)thiazole-2-carboxamido)butanoate), CC(C(C(=O)OC)NC(=O)C=1SC=C(N1)C1=CC=C(C=C1)[N+](=O)[O-])C (Methyl 3-methyl-2-(4-(4-nitrophenyl)thiazole-2-carboxamido)butanoate), ClC1=C(C=CC=C1)N=C=O (2-chlorophenyl isocyanate). Solvent: C1CCOC1 (THF). Reaction conditions: time 16 hour. Product: ClC1=C(C=CC=C1)NC(NC1=CC=C(C=C1)C=1N=C(SC1)C(=O)NC(C(=O)OC)C(C)C)=O (Methyl 2-(4-(4-(3-(2-chlorophenyl)ureido)phenyl)thiazole-2-carboxamido)-3-methylbutanoate). Reaction SMILES: [CH3:1][CH:2]([CH3:25])[CH:3]([NH:8][C:9]([C:11]1[S:12][CH:13]=[C:14]([C:16]2[CH:21]=[CH:20][C:19]([N+:22]([O-])=O)=[CH:18][CH:17]=2)[N:15]=1)=[O:10])[C:4]([O:6][CH3:7])=[O:5].[Cl:26][C:27]1[CH:32]=[CH:31][CH:30]=[CH:29][C:28]=1[N:33]=[C:34]=[O:35]>C1COCC1>[Cl:26][C:27]1[CH:32]=[CH:31][CH:30]=[CH:29][C:28]=1[NH:33][C:34](=[O:35])[NH:22][C:19]1[CH:20]=[CH:21][C:16]([C:14]2[N:15]=[C:11]([C:9]([NH:8][CH:3]([CH:2]([CH3:25])[CH3:1])[C:4]([O:6][CH3:7])=[O:5])=[O:10])[S:12][CH:13]=2)=[CH:17][CH:18]=1. Reported procedure: To methyl-2-(4-(4-aminophenyl)thiazole-2-carboxamido)-3-methylbutanoate (Intermediate 3, 170 mg) in THF (2 ml), 2-chlorophenyl isocyanate (94 mg) was added and reaction mixture was stirred for 16 hours. Organic solvent was concentrated obtained sticky solid, was purified by column chromatography (silica gel, EtOAc-petroleum ether) to obtain title compound as solid. Yield: 190 mg (76%). 1H NMR (DMSO-d6, 300 MHz): δ 9.58 (s, 1H), 8.80 (d, 1H), 8.34 (s, 1H), 8.31 (s, 1H), 8.17 (d, 1H), 8.05 (d, 2H)... The reactants are c1c(cn(C)n1)N, n1c(nc2c(c1O[C@@H]1C[C@H](C1)N(C(OC(C)(C)C)=O)C)c(c[nH]2)c1ncccc1)Cl. Reagents/catalysts: c1ccc(cc1)-c2c3ccccc3cc4ccccc24 (9-Phenylanthracene), CCC(C)(C)[O-].[K+]Â Â  (KOPnt), C1(C(CCC1)[Pd]Cl)CN(C)C.P(C1[C@H]2C[C@@H](C1)CC2)C1[C@@H]2C[C@H](C1)CC2.C1CCCC1.[Fe] (SK-CC02-A). Run in CCC(C)(C)O (t-AmOH). Conditions: temperature 110 celsius, time 18 hour. Product: CN([C@@H]1C[C@H](C1)Oc2nc(Nc3cnn(C)c3)nc4[nH]cc(c5ccccn5)c24)C(=O)OC(C)(C)C. RXN SMILES: [CH3:1][N:2]([C:23]([O:25][C:26]([CH3:29])([CH3:28])[CH3:27])=[O:24])[C@H:3]1[CH2:6][C@H:5]([O:7][c:8]2[c:22]([c:12]3[n:11][c:10](Cl)[n:9]2)[c:15]([c:16]4[n:21][cH:20][cH:19][cH:18][cH:17]4)[cH:14][nH:13]3)[CH2:4]1.[CH3:30][n:31]1[n:36][cH:35][c:33]([NH2:34])[cH:32]1>>[CH3:1][N:2]([C:23]([O:25][C:26]([CH3:29])([CH3:28])[CH3:27])=[O:24])[C@H:3]1[CH2:6][C@H:5]([O:7][c:8]2[c:22]([c:12]3[n:11][c:10]([NH:34][c:33]4[cH:32][n:31]([CH3:30])[n:36][cH:35]4)[n:9]2)[c:15]([c:16]5[n:21][cH:20][cH:19][cH:18][cH:17]5)[cH:14][nH:13]3)[CH2:4]1. Reactants: COC(=O)c1ccc(CBr)cc1, NC(=O)C1CCCCC1NS(=O)(=O)c1ccc(Cl)cc1. Product: COC(=O)c1ccc(CN(C2CCCCC2C(N)=O)S(=O)(=O)c2ccc(Cl)cc2)cc1. As a reaction SMILES: [Br:21][CH2:22][c:23]1[cH:24][cH:25][c:26]([C:27](=[O:28])[O:29][CH3:30])[cH:31][cH:32]1.[Cl:1][c:2]1[cH:3][cH:4][c:5]([S:8](=[O:9])(=[O:10])[NH:11][CH:12]2[CH:13]([C:18](=[O:19])[NH2:20])[CH2:14][CH2:15][CH2:16][CH2:17]2)[cH:6][cH:7]1>>[Cl:1][c:2]1[cH:3][cH:4][c:5]([S:8](=[O:9])(=[O:10])[N:11]([CH:12]2[CH:13]([C:18](=[O:19])[NH2:20])[CH2:14][CH2:15][CH2:16][CH2:17]2)[CH2:22][c:23]2[cH:24][cH:25][c:26]([C:27](=[O:28])[O:29][CH3:30])[cH:31][cH:32]2)[cH:6][cH:7]1.